This data is from the Open Reaction Database (ORD), a public repository of structured organic reaction records. The task is: describe an organic reaction: reactants, conditions, products, and yield Reactants: C(C)(C)(C)OC(=O)N1CCC(CC1)N (1-t-butoxycarbonyl-4-aminopiperidine), [N-]=C=O.FC1=CC=CC(=C1)F (2,4-difluorobenzenisocyanate), C(C)(C)(C)OC(=O)N1CCC(CC1)=O (N-t-butoxycarbonylpiperidin-4-one), C(CCC)N (n-butylamine), C(C)(=O)O[BH-](OC(C)=O)OC(C)=O.[Na+] (sodium triacetoxyborohydride), Cl (Hydrochloric acid). Solvent: CN(C=O)C (dimethylformamide), C(C)N(CC)CC (triethylamine), CN(C=O)C (dimethylformamide), C(C)(=O)O (acetic acid). Product: Cl.C(CCC)N(C(=O)NC1=C(C=C(C=C1)F)F)C1CCNCC1 (N-butyl-N′-(2,4-difluorophenyl)-N-piperidin-4-ylurea hydrochloride). As a reaction SMILES: C(OC([N:8]1[CH2:13][CH2:12][C:11](=O)[CH2:10][CH2:9]1)=O)(C)(C)C.[CH2:15]([NH2:19])[CH2:16][CH2:17][CH3:18].C(O[BH-](OC(=O)C)OC(=O)C)(=O)C.[Na+].C(OC(N1CCC(N)CC1)=O)(C)(C)C.[N-:48]=[C:49]=[O:50].[F:51][C:52]1[CH:57]=[C:56]([F:58])[CH:55]=[CH:54][CH:53]=1.[ClH:59]>C(O)(=O)C.CN(C)C=O.C(N(CC)CC)C>[ClH:59].[CH2:15]([N:19]([CH:11]1[CH2:10][CH2:9][NH:8][CH2:13][CH2:12]1)[C:49]([NH:48][C:55]1[CH:54]=[CH:53][C:52]([F:51])=[CH:57][C:56]=1[F:58])=[O:50])[CH2:16][CH2:17][CH3:18] |f:2.3,5.6,11.12|. Procedure: N-t-butoxycarbonylpiperidin-4-one and n-butylamine were subjected to reductive alkylation in acetic acid and dimethylformamide at room temperature using sodium triacetoxyborohydride. The obtained 1-t-butoxycarbonyl-4-aminopiperidine was reacted with 2,4-difluorobenzenisocyanate in dimethylformamide in the presence of triethylamine. The reaction mixture was deprotected by treatment with Hydrochloric acid to give N-butyl-N′-(2,4-difluorophenyl)-N-piperidin-4-ylurea hydrochloride. By the same proce... Reactants: [H-].[Na+] (NaH), ClC=1SC(=C(N1)C(=O)OCC)C1=CC=CC=C1 (ethyl 2-chloro-5-phenylthiazole-4-carboxylate), CO (MeOH), O (water). Conditions: temperature 70 celsius, time 1 hour. The product is COC=1SC(=C(N1)C(=O)OC)C1=CC=CC=C1 (methyl 2-methoxy-5-phenylthiazole-4-carboxylate). Reaction SMILES: [H-].[Na+].Cl[C:4]1[S:5][C:6]([C:14]2[CH:19]=[CH:18][CH:17]=[CH:16][CH:15]=2)=[C:7]([C:9]([O:11][CH2:12]C)=[O:10])[N:8]=1.[OH2:20].[CH3:21]O>>[CH3:21][O:20][C:4]1[S:5][C:6]([C:14]2[CH:19]=[CH:18][CH:17]=[CH:16][CH:15]=2)=[C:7]([C:9]([O:11][CH3:12])=[O:10])[N:8]=1 |f:0.1|. Procedure: To a solution of 60% oily NaH in MeOH was added ethyl 2-chloro-5-phenylthiazole-4-carboxylate, followed by stirring at 70° C. for 1 hour. To the reaction mixture was added water, followed by extraction with EtOAc. The organic layer was washed with water and brine in this order, dried over MgSO4, and then concentrated under reduced pressure. The residue was purified by medium-pressure preparative liquid chromatography (silica gel, YAMAZEN YFLC WPrep2XY, CHCl3:MeOH) to obtain methyl 2-methoxy-5-ph... Starting materials: Cc1ccc(S(=O)(=O)OCC2Cc3cccc(-c4ccccc4C)c3O2)cc1, [N-]=[N+]=[N-], [Na+]. Product: Cc1ccccc1-c1cccc2c1OC(CN=[N+]=[N-])C2. Reaction SMILES: [CH3:1][c:2]1[cH:3][cH:4][c:5]([S:6]([O:7][CH2:12][CH:13]2[O:14][c:15]3[c:16]([cH:18][cH:19][cH:20][c:21]3-[c:22]3[c:23]([CH3:28])[cH:24][cH:25][cH:26][cH:27]3)[CH2:17]2)(=[O:8])=[O:9])[cH:10][cH:11]1.[N-:30]=[N+:31]=[N-:32].[Na+:29]>>[CH2:12]([CH:13]1[O:14][c:15]2[c:16]([cH:18][cH:19][cH:20][c:21]2-[c:22]2[c:23]([CH3:28])[cH:24][cH:25][cH:26][cH:27]2)[CH2:17]1)[N:30]=[N+:31]=[N-:32]. Reactants: CCOC(=O)c1cc(Br)cc2cc[nH]c12, O=C([O-])O, CC[SiH](CC)CC, CC(C)C1CC(=O)CCS1, ClCCl, C[Si](C)(C)OS(=O)(=O)C(F)(F)F, [Na+]. The product is CCOC(=O)c1cc(Br)cc2c(C3CCSC(C(C)C)C3)c[nH]c12. RXN SMILES: [Br:23][c:24]1[cH:25][c:26]2[cH:27][cH:28][nH:29][c:30]2[c:31]([C:33](=[O:34])[O:35][CH2:36][CH3:37])[cH:32]1.[C:48](=[O:49])([OH:50])[O-:51].[CH2:38]([SiH:39]([CH2:40][CH3:41])[CH2:42][CH3:43])[CH3:44].[CH3:1][CH:2]([CH3:3])[CH:4]1[S:5][CH2:6][CH2:7][C:8](=[O:10])[CH2:9]1.[Cl:45][CH2:46][Cl:47].[F:11][C:12]([F:13])([F:14])[S:15]([O:16][Si:17]([CH3:18])([CH3:19])[CH3:20])(=[O:21])=[O:22].[Na+:52]>>[CH3:1][CH:2]([CH3:3])[CH:4]1[S:5][CH2:6][CH2:7][CH:8]([c:27]2[c:26]3[cH:25][c:24]([Br:23])[cH:32][c:31]([C:33](=[O:34])[O:35][CH2:36][CH3:37])[c:30]3[nH:29][cH:28]2)[CH2:9]1. Isolated yield 84.5%. Procedure: A solution of 26 g of metachloroperbenzoic acid (at 55%, 82.9 mmol) in 220 ml of dichloromethane is stirred for one hour and then transferred into a separating funnel. The aqueous phase is separated out and the organic phase is placed in a round-bottomed flask and cooled to 0° C. 18 g of 2-[2-(2-acetyl-5-fluorophenoxy)ethyl]isoindole-1,3-dione (55 mmol) are added portionwise and the mixture is stirred at room temperature for 16 hours. 6.9 g of sodium bicarbonate (82 mmol) are then introduced por... Product: FC=1C=CC(=C(OCCN2C(C3=CC=CC=C3C2=O)=O)C1)O (2-[2-(5-Fluoro-2-hydroxyphenoxy)ethyl]isoindole-1,3-dione). Run at temperature 0 celsius, time 16 hour. The solvent is ClCCl (dichloromethane). Reaction SMILES: ClC1C=CC=C(C(OO)=[O:9])C=1.C([C:15]1[CH:34]=[CH:33][C:32]([F:35])=[CH:31][C:16]=1[O:17][CH2:18][CH2:19][N:20]1[C:28](=[O:29])[C:27]2[C:22](=[CH:23][CH:24]=[CH:25][CH:26]=2)[C:21]1=[O:30])(=O)C.C(=O)(O)[O-].[Na+].C(=O)([O-])[O-].[K+].[K+]>ClCCl>[F:35][C:32]1[CH:33]=[CH:34][C:15]([OH:9])=[C:16]([CH:31]=1)[O:17][CH2:18][CH2:19][N:20]1[C:28](=[O:29])[C:27]2[C:22](=[CH:23][CH:24]=[CH:25][CH:26]=2)[C:21]1=[O:30] |f:2.3,4.5.6|. Reactants: C([O-])([O-])=O.[K+].[K+] (potassium carbonate), ClC1=CC(=CC=C1)C(=O)OO (metachloroperbenzoic acid), C([O-])(O)=O.[Na+] (sodium bicarbonate), C(C)(=O)C1=C(OCCN2C(C3=CC=CC=C3C2=O)=O)C=C(C=C1)F (2-[2-(2-acetyl-5-fluorophenoxy)ethyl]isoindole-1,3-dione). The reactants are CC(C)(C)OC(=O)n1nc(-c2ccccc2Cl)c2ccc(Oc3ccccc3F)cc21, C[O-], CO, [Na+]. The product is Fc1ccccc1Oc1ccc2c(-c3ccccc3Cl)n[nH]c2c1. As a reaction SMILES: [C:1]([O:2][C:3](=[O:4])[n:8]1[n:9][c:10](-[c:25]2[c:26]([Cl:31])[cH:27][cH:28][cH:29][cH:30]2)[c:11]2[cH:12][cH:13][c:14]([O:17][c:18]3[c:19]([F:24])[cH:20][cH:21][cH:22][cH:23]3)[cH:15][c:16]12)([CH3:5])([CH3:6])[CH3:7].[CH3:32][O-:33].[CH3:35][OH:36].[Na+:34]>>[nH:8]1[n:9][c:10](-[c:25]2[c:26]([Cl:31])[cH:27][cH:28][cH:29][cH:30]2)[c:11]2[cH:12][cH:13][c:14]([O:17][c:18]3[c:19]([F:24])[cH:20][cH:21][cH:22][cH:23]3)[cH:15][c:16]12.